Dataset: the Open Reaction Database (ORD), a public repository of structured organic reaction records. Task: describe an organic reaction: reactants, conditions, products, and yield Starting materials: ClCCl, CS(C)=O, Cc1ccc(S(=O)(=O)OCC2COc3ccc4c(c3O2)CC(=O)N4)cc1, NCCCOc1ccc2cccnc2c1. Product: O=C1Cc2c(ccc3c2OC(CNCCCOc2ccc4cccnc4c2)CO3)N1. Reaction SMILES: [CH2:42]([Cl:43])[Cl:44].[CH3:45][S:46]([CH3:47])=[O:48].[c:1]1([CH3:2])[cH:3][cH:4][c:5]([S:6]([O:7][CH2:11][CH:12]2[CH2:13][O:14][c:15]3[c:16]([c:17]4[c:21]([cH:22][cH:23]3)[NH:20][C:19](=[O:24])[CH2:18]4)[O:25]2)(=[O:8])=[O:9])[cH:10][cH:26]1.[n:27]1[cH:28][cH:29][cH:30][c:31]2[cH:32][cH:33][c:34]([O:37][CH2:38][CH2:39][CH2:40][NH2:41])[cH:35][c:36]12>>[CH2:11]([CH:12]1[CH2:13][O:14][c:15]2[c:16]([c:17]3[c:21]([cH:22][cH:23]2)[NH:20][C:19](=[O:24])[CH2:18]3)[O:25]1)[NH:41][CH2:40][CH2:39][CH2:38][O:37][c:34]1[cH:33][cH:32][c:31]2[cH:30][cH:29][cH:28][n:27][c:36]2[cH:35]1. Reactants: S1C=CC=2NC(CCCCC21)=O (6,7,8,9-tetrahydrothieno[3,2-b]azocin-5(4H)-one), CC(C)([O-])C.[K+] (potassium t-butoxide), O (water), BrCCCCCl (1-bromo-4-chlorobutane). The solvent is CN(C=O)C (dimethylformamide). Yields the product ClCCCCN1C2=C(CCCCC1=O)SC=C2 (4-(4-chlorobutyl)-6,7,8,9-tetrahydrothieno[3,2-b]azocin-5(4H)-one). Isolated yield 93.4%. RXN SMILES: [S:1]1[C:11]2[CH2:10][CH2:9][CH2:8][CH2:7][C:6](=[O:12])[NH:5][C:4]=2[CH:3]=[CH:2]1.CC(C)([O-])C.[K+].Br[CH2:20][CH2:21][CH2:22][CH2:23][Cl:24].O>CN(C)C=O>[Cl:24][CH2:23][CH2:22][CH2:21][CH2:20][N:5]1[C:6](=[O:12])[CH2:7][CH2:8][CH2:9][CH2:10][C:11]2[S:1][CH:2]=[CH:3][C:4]1=2 |f:1.2|. Procedure: To a solution of 2.0 g of 6,7,8,9-tetrahydrothieno[3,2-b]azocin-5(4H)-one in 20 ml of dimethylformamide was added 1.3 g of potassium t-butoxide under ice-cooling and stirred at the same temperature. To the mixture was added 2.0 g of 1-bromo-4-chlorobutane and stirred at room temperature for 5 hours. The mixture was poured into water and extracted ethyl acetate. The extract was washed with water, dried over anhydrous magnesium sulfate and concentrated in vacuo. The residue was chromatographed on ... Reactants: OC1=CC=C(C=O)C=C1 (4-hydroxybenzaldehyde), [H-].[Na+] (Sodium hydride), CC1=CC=C(C=C1)S(=O)(=O)OCC(F)(F)F (2,2,2-trifluoroethyl 4-methylbenzenesulfonate), O (water). Run in CN(C)C=O (DMF), CN(C)C=O (DMF), CN(C)C=O (DMF), C(C)(=O)OCC (ethyl acetate), C(C)(=O)OCC (ethyl acetate). Conditions: time 5 minute. The product is FC(COC1=CC=C(C=O)C=C1)(F)F (4-(2,2,2-Trifluoroethoxy)benzaldehyde). The yield is 41.8%. RXN SMILES: [H-].[Na+].[OH:3][C:4]1[CH:11]=[CH:10][C:7]([CH:8]=[O:9])=[CH:6][CH:5]=1.CC1C=CC(S(O[CH2:23][C:24]([F:27])([F:26])[F:25])(=O)=O)=CC=1.O>CN(C=O)C.C(OCC)(=O)C>[F:25][C:24]([F:27])([F:26])[CH2:23][O:3][C:4]1[CH:11]=[CH:10][C:7]([CH:8]=[O:9])=[CH:6][CH:5]=1 |f:0.1|. Procedure details: Sodium hydride (787 mg, 55%, 18.0 mmol) was suspended in DMF (10 mL) under a nitrogen atmosphere, and a solution of DMF (5 mL) containing 4-hydroxybenzaldehyde (2.00 g, 16.4 mmol) was dropwise added thereto over 5 minutes at room temperature. A light yellow insoluble substance was precipitated immediately after the addition. After 5 minutes, a solution of DMF (5 mL) containing 2,2,2-trifluoroethyl 4-methylbenzenesulfonate (4.00 g, 17.2 mmol) was added dropwise thereto to give a brown solution. T... The reactants are CO, CCC(C)Oc1cccc(CC(=O)OC)c1, [Na+], [OH-]. The product is CCC(C)Oc1cccc(CC(=O)O)c1. Reaction SMILES: [CH3:19][OH:20].[CH3:1][O:2][C:3]([CH2:4][c:5]1[cH:6][c:7]([O:11][CH:12]([CH3:13])[CH2:14][CH3:15])[cH:8][cH:9][cH:10]1)=[O:16].[Na+:18].[OH-:17]>>[O:2]=[C:3]([CH2:4][c:5]1[cH:6][c:7]([O:11][CH:12]([CH3:13])[CH2:14][CH3:15])[cH:8][cH:9][cH:10]1)[OH:16]. Starting materials: CC#N, O=S(=O)(O)Cl, O=C(Nn1ccc2cc(F)ccc21)c1cnc(-c2cccc(F)c2)nc1. Yields the product O=C(Nn1cc(S(=O)(=O)Cl)c2cc(F)ccc21)c1cnc(-c2cccc(F)c2)nc1. RXN SMILES: [CH3:32][C:33]#[N:34].[Cl:27][S:28](=[O:29])(=[O:30])[OH:31].[F:1][c:2]1[cH:3][c:4]2[cH:5][cH:6][n:7]([NH:11][C:12](=[O:13])[c:14]3[cH:15][n:16][c:17](-[c:20]4[cH:21][c:22]([F:26])[cH:23][cH:24][cH:25]4)[n:18][cH:19]3)[c:8]2[cH:9][cH:10]1>>[F:1][c:2]1[cH:3][c:4]2[c:5]([S:28]([Cl:27])(=[O:29])=[O:30])[cH:6][n:7]([NH:11][C:12](=[O:13])[c:14]3[cH:15][n:16][c:17](-[c:20]4[cH:21][c:22]([F:26])[cH:23][cH:24][cH:25]4)[n:18][cH:19]3)[c:8]2[cH:9][cH:10]1. The reactants are C(C)(C)(C)OC(=O)N1CC(CC1)N (3-Amino-pyrrolidine-1-carboxylic acid tert-butyl ester), C(C(C)C)=O (isobutyraldehyde), [H][H] (hydrogen). Reagents/catalysts: [Pd] (Pd/C). Run in C(C)O (ethanol). The product is C(C(C)C)N[C@@H]1CN(CC1)C(=O)OC(C)(C)C (tert-Butyl (3S)-3-(isobutylamino)pyrrolidine-1-carboxylate). RXN SMILES: [C:1]([O:5][C:6]([N:8]1[CH2:12][CH2:11][CH:10]([NH2:13])[CH2:9]1)=[O:7])([CH3:4])([CH3:3])[CH3:2].[CH:14](=O)[CH:15]([CH3:17])[CH3:16].[H][H]>C(O)C.[Pd]>[CH2:14]([NH:13][C@H:10]1[CH2:11][CH2:12][N:8]([C:6]([O:5][C:1]([CH3:4])([CH3:2])[CH3:3])=[O:7])[CH2:9]1)[CH:15]([CH3:17])[CH3:16]. Reported procedure: 3-Amino-pyrrolidine-1-carboxylic acid tert-butyl ester (3 g, 16.1 mmol) was added to a solution of isobutyraldehyde (1.61 mL, 17.7 mmol) and 10% Pd/C (360 mg) in ethanol (60 mL) and the reaction mixture left under about 415 kPa (about 60 psi) of hydrogen gas for 18 hours. The reaction mixture was filtered through Arbocel®, washing through thoroughly with ethyl acetate. The filtrate was concentrated in vacuo and the crude product purified by column chromatography on silica gel eluting with ethyl ...